This data is from the Open Reaction Database (ORD), a public repository of structured organic reaction records. The task is: describe an organic reaction: reactants, conditions, products, and yield Starting materials: [Cl-].[NH4+] (ammonium chloride), Cl (hydrochloric acid), C(C)N(CC)CC=1C(C[C@H](C1)O[Si](C)(C)C(C)(C)C)=O ((4R)-2-(N,N-diethylamino)methyl-4-(tert-butyldimethylsiloxy)cyclopent-2-en-1-one), [Cl-].C(C)[Al+]CC (diethylaluminum chloride), O([Si](C)(C)C(C)(C)C)[C@H](C#C)CCC1=CC=CC=C1 ((3S)-3-(tert-butyldimethylsiloxy)-5-phenyl-1-pentyne), C(CCC)[Li] (n-butyl lithium). Solvent: CCCCCC (hexane), C1(=CC=CC=C1)C (toluene). Reaction conditions: time 30 minute. The product is C=C1C(C[C@H]([C@@H]1C#C[C@H](CCC1=CC=CC=C1)O[Si](C)(C)C(C)(C)C)O[Si](C)(C)C(C)(C)C)=O ((3R,4R)-2-methylene-3-[(3S)-3-tert-butyldimethylsiloxy-5-phenylpent-1-ynyl]-4-(tert-butyldimethylsiloxy)cyclopentan-1-one). As a reaction SMILES: [O:1]([C@@H:9]([CH2:12][CH2:13][C:14]1[CH:19]=[CH:18][CH:17]=[CH:16][CH:15]=1)[C:10]#[CH:11])[Si:2]([C:5]([CH3:8])([CH3:7])[CH3:6])([CH3:4])[CH3:3].C([Li])CCC.[Cl-].C([Al+]CC)C.C(N([CH2:36][C:37]1[C:38](=[O:50])[CH2:39][C@@H:40]([O:42][Si:43]([C:46]([CH3:49])([CH3:48])[CH3:47])([CH3:45])[CH3:44])[CH:41]=1)CC)C.[Cl-].[NH4+].Cl>CCCCCC.C1(C)C=CC=CC=1>[CH2:36]=[C:37]1[C@@H:41]([C:11]#[C:10][C@@H:9]([O:1][Si:2]([C:5]([CH3:8])([CH3:7])[CH3:6])([CH3:4])[CH3:3])[CH2:12][CH2:13][C:14]2[CH:15]=[CH:16][CH:17]=[CH:18][CH:19]=2)[C@H:40]([O:42][Si:43]([C:46]([CH3:48])([CH3:47])[CH3:49])([CH3:44])[CH3:45])[CH2:39][C:38]1=[O:50] |f:2.3,5.6|. Reported procedure: To a toluene solution (22 ml) of (3S)-3-(tert-butyldimethylsiloxy)-5-phenyl-1-pentyne (1.96 g) was added n-butyl lithium (2.5 M, hexane solution, 2.64 ml) at 0° C., followed by stirring at room temperature for 30 minutes. To the solution was added diethylaluminum chloride (0.95 N, hexane solution, 8.10 ml) at 0° C., followed by stirring at room temperature for 30 minutes. To the solution was added (4R)-2-(N,N-diethylamino)methyl-4-(tert-butyldimethylsiloxy)cyclopent-2-en-1-one (0.25 M, toluene s... Starting materials: CC(C)Sc1ccc(S(C)(=O)=O)cc1C(=O)O, O=C(O)C(F)(F)F, FC(F)(F)c1nnc(N2CCNCC2)s1. Product: CC(C)Sc1ccc(S(C)(=O)=O)cc1C(=O)N1CCN(c2nnc(C(F)(F)F)s2)CC1. Reaction SMILES: [CH:1]([CH3:2])([CH3:3])[S:4][c:5]1[c:6]([C:7](=[O:8])[OH:9])[cH:10][c:11]([S:14](=[O:15])(=[O:16])[CH3:17])[cH:12][cH:13]1.[F:18][C:19]([F:20])([F:21])[C:22]([OH:23])=[O:24].[F:25][C:26]([c:27]1[n:28][n:29][c:30]([N:32]2[CH2:33][CH2:34][NH:35][CH2:36][CH2:37]2)[s:31]1)([F:38])[F:39]>>[CH:1]([CH3:2])([CH3:3])[S:4][c:5]1[c:6]([C:7](=[O:9])[N:35]2[CH2:34][CH2:33][N:32]([c:30]3[n:29][n:28][c:27]([C:26]([F:25])([F:38])[F:39])[s:31]3)[CH2:37][CH2:36]2)[cH:10][c:11]([S:14](=[O:15])(=[O:16])[CH3:17])[cH:12][cH:13]1. Starting materials: [N+](=O)([O-])C=1C=C(C(=O)O)C=C(C1)[N+](=O)[O-] (3,5-dinitrobenzoic acid), [BH4-].[Na+] (NaBH4), B(F)(F)F.CCOCC (BF3.OEt2). The solvent is C1CCOC1 (THF), C1CCOC1 (THF). Run at temperature 25 celsius, time 1 hour. The product is [N+](=O)([O-])C=1C=C(C=C(C1)[N+](=O)[O-])CO ((3,5-Dinitrophenyl)methanol). The yield is 67.1%. As a reaction SMILES: [BH4-].[Na+].[N+:3]([C:6]1[CH:7]=[C:8]([CH:12]=[C:13]([N+:15]([O-:17])=[O:16])[CH:14]=1)[C:9](O)=[O:10])([O-:5])=[O:4].B(F)(F)F.CCOCC>C1COCC1>[N+:3]([C:6]1[CH:7]=[C:8]([CH2:9][OH:10])[CH:12]=[C:13]([N+:15]([O-:17])=[O:16])[CH:14]=1)([O-:5])=[O:4] |f:0.1,3.4|. Reported procedure: To a suspension of NaBH4 (2.85 g, 75.4 mmol) in dry THF (40 mL) at 0° C. was added a solution of 3,5-dinitrobenzoic acid (8.0 g, 37.7 mmol) in THF (20 mL), followed by the addition of BF3.OEt2 (12.5 mL, 98.0 mmol). The resulting mixture was warmed to 25° C. and stirred for 1 hour after which the reaction was quenched with 1 M HCl. The aqueous phase was extracted with DCM and the organic phase was then washed with saturated Na2CO3. The organic phase was dried over MgSO4 and evaporated under reduc...